Dataset: the Open Reaction Database (ORD), a public repository of structured organic reaction records. Task: describe an organic reaction: reactants, conditions, products, and yield Starting materials: C#Cc1ccccc1OC, COC(=O)CCc1ccc(I)cc1. As a reaction SMILES: [C:14](#[CH:15])[c:16]1[c:17]([O:22][CH3:23])[cH:18][cH:19][cH:20][cH:21]1.[I:1][c:2]1[cH:3][cH:4][c:5]([CH2:8][CH2:9][C:10](=[O:11])[O:12][CH3:13])[cH:6][cH:7]1>>[c:2]1([C:15]#[C:14][c:16]2[c:17]([O:22][CH3:23])[cH:18][cH:19][cH:20][cH:21]2)[cH:3][cH:4][c:5]([CH2:8][CH2:9][C:10](=[O:11])[O:12][CH3:13])[cH:6][cH:7]1. The product is COC(=O)CCc1ccc(C#Cc2ccccc2OC)cc1. Starting materials: CCOC(=CC=O)C1CCC2C3CCC4CC(OC(C)=O)CCC4(C)C3C(=O)CC12C, O=C([O-])O, CCO, [K+], O. Product: CCOC(=CC=O)C1CCC2C3CCC4CC(O)CCC4(C)C3C(=O)CC12C. RXN SMILES: [C:1](=[O:2])([CH3:3])[O:4][CH:5]1[CH2:6][CH:7]2[CH2:8][CH2:9][CH:10]3[CH:11]4[CH2:12][CH2:13][CH:14]([C:15](=[CH:16][CH:17]=[O:18])[O:19][CH2:20][CH3:21])[C:22]4([CH3:31])[CH2:23][C:24](=[O:30])[CH:25]3[C:26]2([CH3:29])[CH2:27][CH2:28]1.[C:32](=[O:33])([OH:34])[O-:35].[CH2:38]([OH:39])[CH3:40].[K+:36].[OH2:37]>>[OH:4][CH:5]1[CH2:6][CH:7]2[CH2:8][CH2:9][CH:10]3[CH:11]4[CH2:12][CH2:13][CH:14]([C:15](=[CH:16][CH:17]=[O:18])[O:19][CH2:20][CH3:21])[C:22]4([CH3:31])[CH2:23][C:24](=[O:30])[CH:25]3[C:26]2([CH3:29])[CH2:27][CH2:28]1. The reactants are FC1=CCC(CC1)[C@@H]1CC[C@H](CC1)C=O (trans-4-(4-fluoro-cyclohex-3-enyl)cyclohexanecarbaldehyde), O (water), C(CC)C(CO)CO (2-propyl-propane-l,3-diol), C1(=CC=C(C=C1)S(=O)(=O)O)C (p-toluenesulphonic acid). The solvent is C1(=CC=CC=C1)C (toluene). Yields the product FC1=CCC(CC1)[C@@H]1CC[C@H](CC1)[C@@H]1OC[C@H](CO1)CCC (trans-2-[trans-4-(4-fluoro-cyclohex-3-enyl)cyclohexyl]-5-propyl-[1,3]-dioxane). Yield: 47.4%. RXN SMILES: [F:1][C:2]1[CH2:7][CH2:6][CH:5]([C@H:8]2[CH2:13][CH2:12][C@H:11]([CH:14]=[O:15])[CH2:10][CH2:9]2)[CH2:4][CH:3]=1.[CH2:16]([CH:19]([CH2:22]O)[CH2:20][OH:21])[CH2:17][CH3:18].C1(C)C=CC(S(O)(=O)=O)=CC=1.O>C1(C)C=CC=CC=1>[F:1][C:2]1[CH2:7][CH2:6][CH:5]([C@H:8]2[CH2:13][CH2:12][C@H:11]([C@H:14]3[O:21][CH2:20][C@H:19]([CH2:16][CH2:17][CH3:18])[CH2:22][O:15]3)[CH2:10][CH2:9]2)[CH2:4][CH:3]=1. Reported procedure: 500 mg of trans-4-(4-fluoro-cyclohex-3-enyl)cyclohexanecarbaldehyde, 310 mg of 2-propyl-propane-l,3-diol and 50 mg of p-toluenesulphonic acid in 8 ml of toluene were boiled at reflux for 1 hour in an apparatus which was gassed with nitrogen and which was fitted with a water separator. After cooling the reaction solution was partitioned in water/ether. The organic phase was washed twice with water. The aqueous phases were extracted twice with ether. The organic phases were combined, dried over ma... Starting materials: CC(C)C(O)(c1cccc(-c2cccnc2)c1)c1cn(C(c2ccccc2)(c2ccccc2)c2ccccc2)cn1, Cl, c1ccncc1. Product: CC(C)C(O)(c1cccc(-c2cccnc2)c1)c1c[nH]cn1. RXN SMILES: [CH3:1][CH:2]([C:3]([OH:4])([c:5]1[n:6][cH:7][n:8]([C:10]([c:11]2[cH:12][cH:13][cH:14][cH:15][cH:16]2)([c:17]2[cH:18][cH:19][cH:20][cH:21][cH:22]2)[c:23]2[cH:24][cH:25][cH:26][cH:27][cH:28]2)[cH:9]1)[c:29]1[cH:30][c:31](-[c:35]2[cH:36][n:37][cH:38][cH:39][cH:40]2)[cH:32][cH:33][cH:34]1)[CH3:41].[ClH:42].[n:43]1[cH:44][cH:45][cH:46][cH:47][cH:48]1>>[CH3:1][CH:2]([C:3]([OH:4])([c:5]1[n:6][cH:7][nH:8][cH:9]1)[c:29]1[cH:30][c:31](-[c:35]2[cH:36][n:37][cH:38][cH:39][cH:40]2)[cH:32][cH:33][cH:34]1)[CH3:41]. The reactants are ClC1=CC2=C(C3=C(CN=C2C2=C(C=CC=C2)Cl)C=NN3)C=C1 (8-chloro-6-(2-chlorophenyl)-1H,4H-pyrazolo[4,3-d](2)benzazepine), ClC(=O)OCC (ethyl chloroformate), N1=CC=CC=C1 (pyridine), C(Cl)Cl (methylene chloride). Solvent: C(Cl)(Cl)Cl (chloroform). Reaction conditions: time 2 hour. Yields the product Cl.ClC1=CC2=C(C=3C(CN=C2C2=C(C=CC=C2)Cl)=CN(N3)C(=O)OCC)C=C1 (8-chloro-6-(2-chlorophenyl)-2-ethoxycarbonyl-2H,4H-pyrazolo[4,3-d](2)benzazepine hydrochloride). Reaction SMILES: [Cl:1][C:2]1[CH:22]=[CH:21][C:5]2[C:6]3[NH:20][N:19]=[CH:18][C:7]=3[CH2:8][N:9]=[C:10]([C:11]3[CH:16]=[CH:15][CH:14]=[CH:13][C:12]=3[Cl:17])[C:4]=2[CH:3]=1.Cl[C:24]([O:26][CH2:27][CH3:28])=[O:25].N1C=CC=CC=1.C(Cl)Cl>C(Cl)(Cl)Cl>[ClH:1].[Cl:1][C:2]1[CH:22]=[CH:21][C:5]2[C:6]3[C:7](=[CH:18][N:19]([C:24]([O:26][CH2:27][CH3:28])=[O:25])[N:20]=3)[CH2:8][N:9]=[C:10]([C:11]3[CH:16]=[CH:15][CH:14]=[CH:13][C:12]=3[Cl:17])[C:4]=2[CH:3]=1 |f:5.6|. Procedure: The mixture of 0.33 g of 8-chloro-6-(2-chlorophenyl)-1H,4H-pyrazolo[4,3-d](2)benzazepine, 0.141 g of ethyl chloroformate, 0.16 g of pyridine and 10 ml of methylene chloride is stirred at room temperature for 2 hours. It is diluted with chloroform, washed with aqueous sodium bicarbonate, the organic phase separated, dried and evaporated. The residue is taken up in the minimum amount of acetone and the solution neutralized with ethereal hydrogen chloride, to yield the 8-chloro-6-(2-chlorophenyl)-2... Product: CCCC(C)CC(C)CC(C=O)CC(C)C(=O)O. RXN SMILES: [CH3:1][CH:2]([CH2:3][C:4]([CH2:5][CH:6]([C:7](=[O:8])[OH:9])[CH3:10])=[CH:11][O:12][CH3:13])[CH2:14][CH:15]([CH2:16][CH2:17][CH3:18])[CH3:19].[CH3:26][CH2:27][O:28][CH2:29][CH3:30].[Cl+3:20]([OH:21])([O-:22])([O-:23])[O-:24].[OH2:25]>>[CH3:1][CH:2]([CH2:3][CH:4]([CH2:5][CH:6]([C:7](=[O:8])[OH:9])[CH3:10])[CH:11]=[O:12])[CH2:14][CH:15]([CH2:16][CH2:17][CH3:18])[CH3:19]. Starting materials: CCCC(C)CC(C)CC(=COC)CC(C)C(=O)O, CCOCC, [O-][Cl+3]([O-])([O-])O, O.